From a dataset of the Open Reaction Database (ORD), a public repository of structured organic reaction records. describe an organic reaction: reactants, conditions, products, and yield Starting materials: C(C1=CC=CC=C1)N(C[Si](C)(C)C)COC (Benzyl(methoxymethyl)[(trimethylsilyl)methyl]amine), C(C#CC)(=O)OCC (ethyl but-2-ynoate), FC(C(=O)O)(F)F (trifluoroacetic acid). Solvent: C(Cl)Cl (DCM). Reaction conditions: temperature 0 celsius, time 20 minute. Product: C(C1=CC=CC=C1)N1CC(=C(C1)C)C(=O)OCC (Ethyl 1-benzyl-4-methyl-2,5-dihydro-1H-pyrrole-3-carboxylate). Isolated yield 26.7%. Reaction SMILES: [CH2:1]([N:8]([CH2:14]OC)[CH2:9][Si](C)(C)C)[C:2]1[CH:7]=[CH:6][CH:5]=[CH:4][CH:3]=1.[C:17]([O:22][CH2:23][CH3:24])(=[O:21])[C:18]#[C:19][CH3:20].FC(F)(F)C(O)=O>C(Cl)Cl>[CH2:1]([N:8]1[CH2:9][C:19]([CH3:20])=[C:18]([C:17]([O:22][CH2:23][CH3:24])=[O:21])[CH2:14]1)[C:2]1[CH:3]=[CH:4][CH:5]=[CH:6][CH:7]=1. Procedure: Benzyl(methoxymethyl)[(trimethylsilyl)methyl]amine (10.78 mL, 42.12 mmol) and ethyl but-2-ynoate (5.89 mL, 50.54 mmol) were stirred in DCM (500 mL) at 0° C. under nitrogen, then trifluoroacetic acid (161 μL, 2.11 mmol) was added dropwise. The reaction mixture stirred at 0° C. for 20 minutes, then the ice bath was removed and the solution was allowed to warm to room temperature. The solution was stirred at room temperature overnight. The mixture was concentrated and purified by FCC, eluting with ... The reactants are P(=O)(OCC=C)(OCC=C)OCC1=C(C=CC=C1C)CO[Si](C)(C)C(C)(C)C (diallyl 2-[(tert-butyldimethylsilyl)oxymethyl]-6-methylbenzyl phosphate), [F-].C(CCC)[N+](CCCC)(CCCC)CCCC (tetrabutylammonium fluoride), C(C)(=O)OCC (ethyl acetate), O (Water). Solvent: O1CCCC1 (tetrahydrofuran), CCCCCC (hexane). Conditions: time 3 hour. Yields the product P(=O)(OCC=C)(OCC=C)OCC1=C(C=CC=C1C)CO (Diallyl 2-(hydroxymethyl)-6-methylbenzyl phosphate). Yield: 87.2%. RXN SMILES: [P:1]([O:11][CH2:12][C:13]1[C:18]([CH3:19])=[CH:17][CH:16]=[CH:15][C:14]=1[CH2:20][O:21][Si](C(C)(C)C)(C)C)([O:7][CH2:8][CH:9]=[CH2:10])([O:3][CH2:4][CH:5]=[CH2:6])=[O:2].[F-].C([N+](CCCC)(CCCC)CCCC)CCC.O.C(OCC)(=O)C>O1CCCC1.CCCCCC>[P:1]([O:11][CH2:12][C:13]1[C:18]([CH3:19])=[CH:17][CH:16]=[CH:15][C:14]=1[CH2:20][OH:21])([O:7][CH2:8][CH:9]=[CH2:10])([O:3][CH2:4][CH:5]=[CH2:6])=[O:2] |f:1.2|. Procedure: To a solution of diallyl 2-[(tert-butyldimethylsilyl)oxymethyl]-6-methylbenzyl phosphate (6.02 g, 14.1 mmol) obtained from Example 22-(3) in tetrahydrofuran (50 ml) was added tetrabutylammonium fluoride (1 mol/l tetrahydrofuran solution; 17.6 ml, 17.6 mmol), and the mixture was stirred at room temperature for 3 hours. Water was added thereto, and the product was extracted with ethyl acetate. The solvent was distilled off under reduced pressure to give an oily residue. The residue was subjected t...